From a dataset of the Open Reaction Database (ORD), a public repository of structured organic reaction records. describe an organic reaction: reactants, conditions, products, and yield The reactants are ClC1=C(OCCCCC(C(CC)=O)C(CC)=O)C=CC(=C1)OC (4-[4-(2-chloro-4-methoxyphenoxy)butyl]-3,5-heptanedione), Cl.NO (hydroxylamine hydrochloride). The solvent is N1=CC=CC=C1 (pyridine). Yields the product ClC1=C(OCCCCC=2C(=NOC2CC)CC)C=CC(=C1)OC (4-[4-(2-Chloro-4-methoxyphenoxy)butyl]-3,5-diethylisoxazole), ( b ). Reaction SMILES: [Cl:1][C:2]1[CH:21]=[C:20]([O:22][CH3:23])[CH:19]=[CH:18][C:3]=1[O:4][CH2:5][CH2:6][CH2:7][CH2:8][CH:9]([C:14](=O)[CH2:15][CH3:16])[C:10](=[O:13])[CH2:11][CH3:12].Cl.[NH2:25]O>N1C=CC=CC=1>[Cl:1][C:2]1[CH:21]=[C:20]([O:22][CH3:23])[CH:19]=[CH:18][C:3]=1[O:4][CH2:5][CH2:6][CH2:7][CH2:8][C:9]1[C:14]([CH2:15][CH3:16])=[N:25][O:13][C:10]=1[CH2:11][CH3:12] |f:1.2|. Procedure: 4-[4-(2-Chloro-4-methoxyphenoxy)butyl]-3,5-diethylisoxazole [I; Ar is 2-Cl-4-CH3OC6H3, Y is O(CH2)4, R is C2H5 ] was prepared from 16.2 g. of 4-[4-(2-chloro-4-methoxyphenoxy)butyl]-3,5-heptanedione and 3.3 g. of hydroxylamine hydrochloride in 65 ml. of pyridine according to the procedure of Example 2, part (b), and was obtained in the form of a yellow oil, b.p. 180°-190° C. (0.1 mm.); yield 9.3 g.; MIC=6 μg/ml (herpes 2). Starting materials: ClC1=NC=C(C(=N1)NC1=CC=C(C=C1)OCCCC)F (2-chloro-N4-(4-n-butyloxyphenyl)-5-fluoro-4-pyrimidineamine), ClC1=NC=C(C(=N1)Cl)F (2,4-dichloro-5-fluoropyrimidine), C(CCCCC)OC1=CC=C(N)C=C1 (4-n-hexyloxyaniline). The product is ClC1=NC=C(C(=C1)NC1=CC=C(C=C1)OCCCCCC)F (2-chloro-N4-(4-n-hexyloxyphenyl)-5-fluoro-4-pyridineamine). Reaction SMILES: [Cl:1][C:2]1N=[C:6]([NH:8][C:9]2[CH:14]=[CH:13][C:12]([O:15][CH2:16][CH2:17][CH2:18][CH3:19])=[CH:11][CH:10]=2)[C:5]([F:20])=[CH:4][N:3]=1.ClC1N=C(Cl)[C:25](F)=[CH:24]N=1.[CH2:30](OC1C=CC(N)=CC=1)CCCCC>>[Cl:1][C:2]1[CH:30]=[C:6]([NH:8][C:9]2[CH:14]=[CH:13][C:12]([O:15][CH2:16][CH2:17][CH2:18][CH2:19][CH2:24][CH3:25])=[CH:11][CH:10]=2)[C:5]([F:20])=[CH:4][N:3]=1. Procedure details: In like manner to the preparartion of 2-chloro-N4-(4-n-butyloxyphenyl)-5-fluoro-4-pyrimidineamine, the reaction of 2,4-dichloro-5-fluoropyrimidine with 4-n-hexyloxyaniline gave 2-chloro-N4-(4-n-hexyloxyphenyl)-5-fluoro-4-pyridineamine. The crude product was purified by chromatography (4:1 CHCl3/EtOAc) to afford (14) (0.74 g, 76%) as a red-brown oil that solidified upon standing: 1H NMR (300 MHz, CDCl3) δ 8.01 (d, J=2.7 Hz, 1H), 7.50 (d, J=9.0 Hz, 2H), 6.92 (d, J=9.0 Hz, 2H), 6.84 (bs, 1H), 3.96 ...